From a dataset of the Open Reaction Database (ORD), a public repository of structured organic reaction records. describe an organic reaction: reactants, conditions, products, and yield The reactants are ClC=1C(=NC=CC1)N1N=C(C=C1C(=O)Cl)C(F)(F)F (2-(3-chloro-pyridin-2-yl)-5-trifluoromethyl-2H-pyrazole-3-carbonyl chloride), BrC1=CC(=CC2=C1NC(OC2=O)=O)Cl (8-Bromo-6-chloro-1H-benzo[d][1,3]oxazine-2,4-dione), N1=CC=CC=C1 (pyridine). Solvent: C(C)#N (acetonitrile), C(C)#N (acetonitrile). Conditions: time 30 minute. Product: BrC1=CC(=CC2=C1N=C(OC2=O)C=2N(N=C(C2)C(F)(F)F)C2=NC=CC=C2Cl)Cl (8-bromo-6-chloro-2-[2-(3-chloro-pyridin-2-yl)-5-trifluoromethyl-2H-pyrazol-3-yl]-benzo[d][1,3]oxazin-4-one). Yield: 64.2%. RXN SMILES: [Br:1][C:2]1[C:7]2[NH:8][C:9](=O)[O:10][C:11](=[O:12])[C:6]=2[CH:5]=[C:4]([Cl:14])[CH:3]=1.[Cl:15][C:16]1[C:17]([N:22]2[C:26](C(Cl)=O)=[CH:25][C:24]([C:30]([F:33])([F:32])[F:31])=[N:23]2)=[N:18][CH:19]=[CH:20][CH:21]=1.N1C=CC=CC=1>C(#N)C>[Br:1][C:2]1[C:7]2[N:8]=[C:9]([C:26]3[N:22]([C:17]4[C:16]([Cl:15])=[CH:21][CH:20]=[CH:19][N:18]=4)[N:23]=[C:24]([C:30]([F:31])([F:32])[F:33])[CH:25]=3)[O:10][C:11](=[O:12])[C:6]=2[CH:5]=[C:4]([Cl:14])[CH:3]=1. Procedure: To a suspension of 8-Bromo-6-chloro-1H-benzo[d][1,3]oxazine-2,4-dione (5.0 g, 18.1 mmol) in acetonitrile (10 mL) was added a solution of 2-(3-chloro-pyridin-2-yl)-5-trifluoromethyl-2H-pyrazole-3-carbonyl chloride (6.45 g, 20.8 mmol) in acetonitrile (8 mL). After stirring for 5 min pyridine (10.4 mL) was added dropwise. The reaction was stirred for a further 30 min at room temperature, then heated to 100° C. for 4 h and stirred for a further 16 h at room temperature. The reaction was then cooled ... RXN SMILES: [C:35](=[O:36])([O-:37])[O-:38].[Cl:1][c:2]1[n:3][cH:4][n:5][c:6]2[cH:7][c:8]([O:14][CH2:15][CH2:16][CH2:17][N:18]3[CH2:19][CH2:20][CH2:21][CH2:22][CH2:23]3)[c:9]([O:12][CH3:13])[cH:10][c:11]12.[F:24][c:25]1[c:26]([OH:34])[cH:27][c:28]2[cH:29][cH:30][nH:31][c:32]2[cH:33]1.[K+:39].[K+:40].[O:41]=[CH:42][N:43]([CH3:44])[CH3:45]>>[c:2]1([O:34][c:26]2[c:25]([F:24])[cH:33][c:32]3[c:28]([cH:27]2)[cH:29][cH:30][nH:31]3)[n:3][cH:4][n:5][c:6]2[cH:7][c:8]([O:14][CH2:15][CH2:16][CH2:17][N:18]3[CH2:19][CH2:20][CH2:21][CH2:22][CH2:23]3)[c:9]([O:12][CH3:13])[cH:10][c:11]12. Reactants: O=C([O-])[O-], COc1cc2c(Cl)ncnc2cc1OCCCN1CCCCC1, Oc1cc2cc[nH]c2cc1F, [K+], [K+], CN(C)C=O. The product is COc1cc2c(Oc3cc4cc[nH]c4cc3F)ncnc2cc1OCCCN1CCCCC1. Reactants: C1(CC1)C1=CC(=NN1)NC1=NC=C(C(=N1)N[C@@H](CO)C1=CC=C(C=C1)F)[N+](=O)[O-] ((2R)-2-({2-[(5-cyclopropyl-1H-pyrazol-3-yl)amino]-5-nitropyrimidin-4-yl}amino)-2-(4-fluorophenyl)ethanol), C(C)(=O)O.C(=N)N (formamidine acetate). The reagents and catalysts are [Pd] (palladium on activated carbon). Run in CCO.CCOC(=O)C (EtOH EtOAc), CCO (EtOH). Conditions: temperature 70 celsius. Yields the product C1(CC1)C1=CC(=NN1)NC1=NC=C2N=CN(C2=N1)[C@@H](CO)C1=CC=C(C=C1)F ((2R)-2-{2-[(5-Cyclopropyl-1H-pyrazol-3-yl)amino]-9H-purin-9-yl}-2-(4-fluorophenyl)ethanol). Yield: 61.3%. As a reaction SMILES: [CH:1]1([C:4]2[NH:8][N:7]=[C:6]([NH:9][C:10]3[N:15]=[C:14]([NH:16][C@H:17]([C:20]4[CH:25]=[CH:24][C:23]([F:26])=[CH:22][CH:21]=4)[CH2:18][OH:19])[C:13]([N+:27]([O-])=O)=[CH:12][N:11]=3)[CH:5]=2)[CH2:3][CH2:2]1.[C:30](O)(=O)C.C(N)=N>[Pd].CCO.CCOC(C)=O.CCO>[CH:1]1([C:4]2[NH:8][N:7]=[C:6]([NH:9][C:10]3[N:15]=[C:14]4[C:13]([N:27]=[CH:30][N:16]4[C@H:17]([C:20]4[CH:25]=[CH:24][C:23]([F:26])=[CH:22][CH:21]=4)[CH2:18][OH:19])=[CH:12][N:11]=3)[CH:5]=2)[CH2:3][CH2:2]1 |f:1.2,4.5|. Reported procedure: To a 25 ml round bottom flask was added palladium on activated carbon (10%, 104 mg, 0.098 mmol) and stirring bar. The flask was sealed, evacuated and refilled with hydrogen using balloon. A solution of (2R)-2-({2-[(5-cyclopropyl-1H-pyrazol-3-yl)amino]-5-nitropyrimidin-4-yl}amino)-2-(4-fluorophenyl)ethanol (Method 1, 196 mg, 0.49 mmol) in EtOH/EtOAc (6 ml/1 ml) via syringe. The reaction mixture was stirred at room temperature for 19 hours and was filtered through paper. The filtrate was concentra... Yield: 40.2%. As a reaction SMILES: [CH3:1][C:2]1[N:6]([CH:7]2[CH2:12][CH2:11][O:10][CH2:9][CH2:8]2)[C:5]2[CH:13]=[CH:14][C:15]([C:17]3[O:18][C:19]4[CH:25]=[C:24]([N+:26]([O-])=O)[CH:23]=[CH:22][C:20]=4[N:21]=3)=[CH:16][C:4]=2[N:3]=1.[H][H]>[Pd].CO>[CH3:1][C:2]1[N:6]([CH:7]2[CH2:8][CH2:9][O:10][CH2:11][CH2:12]2)[C:5]2[CH:13]=[CH:14][C:15]([C:17]3[O:18][C:19]4[CH:25]=[C:24]([NH2:26])[CH:23]=[CH:22][C:20]=4[N:21]=3)=[CH:16][C:4]=2[N:3]=1. Yields the product CC1=NC2=C(N1C1CCOCC1)C=CC(=C2)C=2OC1=C(N2)C=CC(=C1)N (2-methyl-5-(6-aminobenzoxazol-2-yl)-1-(tetrahydropyran-4-yl)benzimidazole). Reactants: [H][H] (hydrogen), CC1=NC2=C(N1C1CCOCC1)C=CC(=C2)C=2OC1=C(N2)C=CC(=C1)[N+](=O)[O-] (2-methyl-5-(6-nitrobenzoxazol-2-yl)-1-(tetrahydropyran-4-yl)benzimidazole). Reported procedure: 2-Methyl-5-(6-nitrobenzoxazol-2-yl)-1-(tetrahydropyran-4-yl)benzimidazole (see Working Example 47-2) (135 mg, 0.357 mmol) was added to methanol (20 mL) containing palladium/carbon (Pd: 10%, 0.06 g), hydrogen was substituted in by successively reducing the pressure and purging with hydrogen gas 3 times, and this was stirred at room temperature for 2.5 hours. After substituting in nitrogen, the insoluble material was filtered off through a Celite layer (20 mm thickness), and this same layer was wa... Run at time 2.5 hour. Solvent: CO (methanol). The reagents and catalysts are [Pd] (palladium/carbon). The reactants are C1(CCCCC1)N1C(=NC2=C1C=CC(=C2)C(=O)O)C=2C=C1N=C(C(=NC1=CC2)C2=CC=CC=C2)C2=CC=CC=C2 (1-Cyclohexyl-2-(2,3-diphenylquinoxalin-6-yl)-1H-benzimidazole-5-carboxylic acid), COC1=CC=C(C=C1)C(=O)C(=O)C1=CC=C(C=C1)OC (4,4′-dimethoxybenzil). The product is COC1=CC=C(C=C1)C1=NC2=CC=C(C=C2N=C1C1=CC=C(C=C1)OC)C1=NC2=C(N1C1CCCCC1)C=CC(=C2)C(=O)O (2-[2,3-Bis-(4-methoxyphenyl)quinoxalin-6-yl]-1-cyclohexyl-1H-benzimidazole-5-carboxylic acid). Reaction SMILES: [CH:1]1([N:7]2[C:11]3[CH:12]=[CH:13][C:14]([C:16]([OH:18])=[O:17])=[CH:15][C:10]=3[N:9]=[C:8]2[C:19]2[CH:20]=[C:21]3[C:26](=[CH:27][CH:28]=2)[N:25]=C(C2C=CC=CC=2)C(C2C=CC=CC=2)=[N:22]3)[CH2:6][CH2:5][CH2:4][CH2:3][CH2:2]1.[CH3:41][O:42][C:43]1[CH:48]=[CH:47][C:46]([C:49]([C:51]([C:53]2[CH:58]=[CH:57][C:56]([O:59][CH3:60])=[CH:55][CH:54]=2)=O)=O)=[CH:45][CH:44]=1>>[CH3:41][O:42][C:43]1[CH:48]=[CH:47][C:46]([C:49]2[C:51]([C:53]3[CH:58]=[CH:57][C:56]([O:59][CH3:60])=[CH:55][CH:54]=3)=[N:22][C:21]3[C:26](=[CH:27][CH:28]=[C:19]([C:8]4[N:7]([CH:1]5[CH2:2][CH2:3][CH2:4][CH2:5][CH2:6]5)[C:11]5[CH:12]=[CH:13][C:14]([C:16]([OH:18])=[O:17])=[CH:15][C:10]=5[N:9]=4)[CH:20]=3)[N:25]=2)=[CH:45][CH:44]=1. Procedure: Prepared as described for Compound 406 using 4,4′-dimethoxybenzil in place of benzil.